Dataset: the Open Reaction Database (ORD), a public repository of structured organic reaction records. Task: describe an organic reaction: reactants, conditions, products, and yield Reactants: CC(=O)O, O=N[O-], Nc1cc(=O)[nH]c(=S)n1CC1CCCO1, [Na+]. Yields the product Nc1c(N=O)c(=O)[nH]c(=S)n1CC1CCCO1. Reaction SMILES: [CH3:20][C:21](=[O:22])[OH:23].[N:16](=[O:17])[O-:18].[NH2:1][c:2]1[cH:3][c:4](=[O:15])[nH:5][c:6](=[S:14])[n:7]1[CH2:8][CH:9]1[O:10][CH2:11][CH2:12][CH2:13]1.[Na+:19]>>[NH2:1][c:2]1[c:3]([N:16]=[O:17])[c:4](=[O:15])[nH:5][c:6](=[S:14])[n:7]1[CH2:8][CH:9]1[O:10][CH2:11][CH2:12][CH2:13]1. The reactants are O (water), ClC=1N=C(C2=C(N1)SC=N2)Cl (5,7-dichlorothiazolo[5,4-d]pyrimidine), COC=1C=CC(=NC1OC)N (5,6-dimethoxypyridin-2-amine), CCN(C(C)C)C(C)C (DIEA). The solvent is CS(=O)C (DMSO). Yields the product ClC=1N=C(C2=C(N1)SC=N2)NC2=NC(=C(C=C2)OC)OC (5-chloro-N-(5,6-dimethoxypyridin-2-yl)thiazolo[5,4-d]pyrimidin-7-amine). Yield: 73.3%. Reaction SMILES: [Cl:1][C:2]1[N:3]=[C:4](Cl)[C:5]2[N:10]=[CH:9][S:8][C:6]=2[N:7]=1.[CH3:12][O:13][C:14]1[CH:15]=[CH:16][C:17]([NH2:22])=[N:18][C:19]=1[O:20][CH3:21].CCN(C(C)C)C(C)C.O>CS(C)=O>[Cl:1][C:2]1[N:3]=[C:4]([NH:22][C:17]2[CH:16]=[CH:15][C:14]([O:13][CH3:12])=[C:19]([O:20][CH3:21])[N:18]=2)[C:5]2[N:10]=[CH:9][S:8][C:6]=2[N:7]=1. Reported procedure: A solution of 5,7-dichlorothiazolo[5,4-d]pyrimidine (300 mg, 1.45 mmol), 5,6-dimethoxypyridin-2-amine (269 mg, 1.74 mmol) and DIEA (281 mg, 2.17 mmol) in 5 mL of DMSO was stirred at room temperature for 24 hours. Then the mixture was poured into 30 mL of water, and the formed solid was filtered and washed with water. The obtained crude product was purified by silica gel chromatography (silica gel 200-300 mesh, eluting with ethyl acetate) to give 5-chloro-N-(5,6-dimethoxypyridin-2-yl)thiazolo[5,4... Reactants: NC1=CC=C(C=C1)SC1=NC2=CC=CC=C2C=C1 (2-(4-aminophenylthio) quinoline), ClC1=C(C=C(C=C1)N=C=S)C(F)(F)F (4-chloro-3 -trifluoromethylphenylisothiocyanate). The product is N1=C(C=CC2=CC=CC=C12)SC1=CC=C(C=C1)NC(=S)NC1=CC(=C(C=C1)Cl)C(F)(F)F (1-[4-(2-quinolyl)thiophenyl]-3-(4-chloro-3-trifluoromethyphenyl)thiourea). Isolated yield 55.5%. RXN SMILES: [NH2:1][C:2]1[CH:7]=[CH:6][C:5]([S:8][C:9]2[CH:18]=[CH:17][C:16]3[C:11](=[CH:12][CH:13]=[CH:14][CH:15]=3)[N:10]=2)=[CH:4][CH:3]=1.[Cl:19][C:20]1[CH:25]=[CH:24][C:23]([N:26]=[C:27]=[S:28])=[CH:22][C:21]=1[C:29]([F:32])([F:31])[F:30]>>[N:10]1[C:11]2[C:16](=[CH:15][CH:14]=[CH:13][CH:12]=2)[CH:17]=[CH:18][C:9]=1[S:8][C:5]1[CH:4]=[CH:3][C:2]([NH:1][C:27]([NH:26][C:23]2[CH:24]=[CH:25][C:20]([Cl:19])=[C:21]([C:29]([F:32])([F:30])[F:31])[CH:22]=2)=[S:28])=[CH:7][CH:6]=1. Reported procedure: 2-(4-aminophenylthio) quinoline (3.9 mmoles, 1.0 g) and 4-chloro-3 -trifluoromethylphenylisothiocyanate (3.9 mmoles, 0.92 g) were reacted according to procedure A to yield 1.06 g, 56% of the title compound. Mass spec (FD) 490. Calculated for C23H15ClF3N3S2 : C, 56.38; H, 3.09, N, 8.58. Found: C, 56.60; H, 3.11; N, 8.42. The product is N=1NN=NC1C=1C=C(N)C=C(C1)C(F)(F)F (3-(2H-tetrazol-5-yl)-5-(trifluoromethyl)aniline). Reagents/catalysts: [Pd] (Pd/C). Procedure details: A mixture of 5-(3-nitro-5-(trifluoromethyl)phenyl)-2H-tetrazole (220 mg, 0.849 mmol) in MeOH (10 mL) was added Pd/C (45.2 mg, 0.424 mmol) under N2. The mixture was stirred at 20° C. under a H2 atmosphere for 1 h. LCMS showed the reaction was finished. The mixture was filtrated, and the filtrate was concentrated to give 3-(2H-tetrazol-5-yl)-5-(trifluoromethyl)aniline (200 mg, 0.781 mmol, 92% yield): 1H NMR (400 MHz, METHANOL-d4) δ 7.96 (s, 1H), 7.71 (s, 1H), 7.32 (s, 1H). ES-LCMS (m/z) 230 (M+H). Run at temperature 20 celsius, time 1 hour. Run in CO (MeOH). The reactants are [N+](=O)([O-])C=1C=C(C=C(C1)C(F)(F)F)C=1N=NNN1 (5-(3-nitro-5-(trifluoromethyl)phenyl)-2H-tetrazole). Isolated yield 92.0%. RXN SMILES: [N+:1]([C:4]1[CH:5]=[C:6]([C:14]2[N:15]=[N:16][NH:17][N:18]=2)[CH:7]=[C:8]([C:10]([F:13])([F:12])[F:11])[CH:9]=1)([O-])=O>CO.[Pd]>[N:18]1[NH:17][N:16]=[N:15][C:14]=1[C:6]1[CH:5]=[C:4]([CH:9]=[C:8]([C:10]([F:11])([F:12])[F:13])[CH:7]=1)[NH2:1]. Run in C(Cl)(Cl)(Cl)Cl (CCl4). Yields the product BrCC=1C=C(C=CC1)S(=O)(=O)Cl (m-bromomethylbenzenesulfonyl chloride). Reactants: BrN1C(CCC1=O)=O (N-Bromosuccinimide), C1(=CC(=CC=C1)S(=O)(=O)Cl)C (m-toluenesulfonyl chloride), C(C1=CC=CC=C1)(=O)OOC(C1=CC=CC=C1)=O (benzoyl peroxide). Procedure details: N-Bromosuccinimide (6.27 g, 0.035 mole), m-toluenesulfonyl chloride (6.72 g, 0.035 mole), and benzoyl peroxide (0.67 g, 0.0019 mole) were combined in CCl4 (40 mL) and heated at reflux 2 h. The reaction mixture was filtered and washed with CCl4. The filtrate was concentrated to give m-bromomethylbenzenesulfonyl chloride, 9.74 g, as a viscous yellow oil. As a reaction SMILES: [Br:1]N1C(=O)CCC1=O.[C:9]1([CH3:19])[CH:14]=[CH:13][CH:12]=[C:11]([S:15]([Cl:18])(=[O:17])=[O:16])[CH:10]=1.C(OOC(=O)C1C=CC=CC=1)(=O)C1C=CC=CC=1>C(Cl)(Cl)(Cl)Cl>[Br:1][CH2:19][C:9]1[CH:10]=[C:11]([S:15]([Cl:18])(=[O:16])=[O:17])[CH:12]=[CH:13][CH:14]=1. The reactants are [O-]C1=CC=CC=C1.[Na+] (sodium phenoxide), ClCC=1C(=C(C(=NC1C(C)C)C(C)C)C(=O)OCC)C1=CC=C(C=C1)F (Ethyl 5-chloromethyl-2,6-diisopropyl-4-(4-fluorophenyl)pyridine-3-carboxylate), O (water). Solvent: O1CCCC1 (tetrahydrofuran), O1CCCC1 (tetrahydrofuran). Yields the product C(C)(C)C1=NC(=C(C(=C1C(=O)OCC)C1=CC=C(C=C1)F)COC1=CC=CC=C1)C(C)C (Ethyl 2,6-diisopropyl-4-(4-fluorophenyl)-5-phenoxymethylpyridine-3-carboxylate). Reaction SMILES: Cl[CH2:2][C:3]1[C:4]([C:20]2[CH:25]=[CH:24][C:23]([F:26])=[CH:22][CH:21]=2)=[C:5]([C:15]([O:17][CH2:18][CH3:19])=[O:16])[C:6]([CH:12]([CH3:14])[CH3:13])=[N:7][C:8]=1[CH:9]([CH3:11])[CH3:10].[O-:27][C:28]1[CH:33]=[CH:32][CH:31]=[CH:30][CH:29]=1.[Na+].O>O1CCCC1>[CH:12]([C:6]1[C:5]([C:15]([O:17][CH2:18][CH3:19])=[O:16])=[C:4]([C:20]2[CH:21]=[CH:22][C:23]([F:26])=[CH:24][CH:25]=2)[C:3]([CH2:2][O:27][C:28]2[CH:33]=[CH:32][CH:31]=[CH:30][CH:29]=2)=[C:8]([CH:9]([CH3:10])[CH3:11])[N:7]=1)([CH3:13])[CH3:14] |f:1.2|. Procedure: 3.22 g (9.1 mmol) of the compound from Example 86 dissolved in 50 ml of absolute tetrahydrofuran are added dropwise at 0° C. to a solution of 2.11 g (18.2 mmol) of sodium phenoxide in 50 ml of absolute tetrahydrofuran and the mixture is heated to reflux for 4 days. After cooling to room temperature, the mixture is diluted using 150 ml of water and extracted several times using ether. The combined organic phases are dried over magnesium sulphate and concentrated in vacuo, and the residue is chrom... Starting materials: FC=1C=C2C3=C(N(C2=CC1)CC1=CC=CC2=CC=CC=C12)C(OC(C3)=O)=O (6-Fluoro-9-naphthalen-1-ylmethyl-4,9-dihydro-pyrano[3,4-b]indole-1,3-dione), N1CCCCC1 (piperidine). The product is FC=1C=C2C(=C(N(C2=CC1)CC1=CC=CC2=CC=CC=C12)C(=O)O)CC(N1CCCCC1)=O (5-Fluoro-1-naphthalen-1-ylmethyl-3-(2-oxo-2-piperidin-1-yl-ethyl)-1H-indole-2-carboxylic acid). RXN SMILES: [F:1][C:2]1[CH:3]=[C:4]2[C:8](=[CH:9][CH:10]=1)[N:7]([CH2:11][C:12]1[C:21]3[C:16](=[CH:17][CH:18]=[CH:19][CH:20]=3)[CH:15]=[CH:14][CH:13]=1)[C:6]1[C:22](=[O:27])[O:23][C:24](=[O:26])[CH2:25][C:5]2=1.[NH:28]1[CH2:33][CH2:32][CH2:31][CH2:30][CH2:29]1>>[F:1][C:2]1[CH:3]=[C:4]2[C:8](=[CH:9][CH:10]=1)[N:7]([CH2:11][C:12]1[C:21]3[C:16](=[CH:17][CH:18]=[CH:19][CH:20]=3)[CH:15]=[CH:14][CH:13]=1)[C:6]([C:22]([OH:23])=[O:27])=[C:5]2[CH2:25][C:24](=[O:26])[N:28]1[CH2:33][CH2:32][CH2:31][CH2:30][CH2:29]1. Reported procedure: 6-Fluoro-9-naphthalen-1-ylmethyl-4,9-dihydro-pyrano[3,4-b]indole-1,3-dione (from example 34.1.) was ring opened with piperidine at 22° C. to give the title compound as a white solid. MS: 445.4 ([M+H]+). Reactants: N12C[C@@H](C(CC1)CC2)OC(=O)C2(CCCCCC2)C2=CC=CC=C2 (1-Phenyl-cycloheptanecarboxylic acid (R)-(1-aza-bicyclo[2.2.2]oct-3-yl)ester), BrCCCNC(=O)C1=NC=CC=C1 (pyridine-2-carboxylic acid (3-bromo-propyl)-amide), Example 57b. RXN SMILES: [N:1]12[CH2:8][CH2:7][CH:4]([CH2:5][CH2:6]1)[C@@H:3]([O:9][C:10]([C:12]1([C:19]3[CH:24]=[CH:23][CH:22]=[CH:21][CH:20]=3)[CH2:18][CH2:17][CH2:16][CH2:15][CH2:14][CH2:13]1)=[O:11])[CH2:2]2.[Br:25][CH2:26][CH2:27][CH2:28][NH:29][C:30]([C:32]1[CH:37]=[CH:36][CH:35]=[CH:34][N:33]=1)=[O:31]>CC#N>[Br-:25].[C:19]1([C:12]2([C:10]([O:9][C@@H:3]3[CH:4]4[CH2:7][CH2:8][N+:1]([CH2:26][CH2:27][CH2:28][NH:29][C:30]([C:32]5[CH:37]=[CH:36][CH:35]=[CH:34][N:33]=5)=[O:31])([CH2:6][CH2:5]4)[CH2:2]3)=[O:11])[CH2:18][CH2:17][CH2:16][CH2:15][CH2:14][CH2:13]2)[CH:20]=[CH:21][CH:22]=[CH:23][CH:24]=1 |f:3.4|. Procedure: 1-Phenyl-cycloheptanecarboxylic acid (R)-(1-aza-bicyclo[2.2.2]oct-3-yl)ester (Example 14e) (0.31 mmol) and pyridine-2-carboxylic acid (3-bromo-propyl)-amide (Example 57b (0.31 mmol) were stirred together in anhydrous MeCN (3 mL) at room temperature for 16 days. The reaction mixture was concentrated in vacuo and the solid purified by silica gel chromatography eluting with 0-15% MeOH/dichloromethane to give the title compound (145 mg) as a white solid. The solvent is CC#N (MeCN). The product is [Br-].C1(=CC=CC=C1)C1(CCCCCC1)C(=O)O[C@H]1C[N+]2(CCC1CC2)CCCNC(=O)C2=NC=CC=C2 ((R)-3-(1-Phenyl-cycloheptanecarbonyloxy)-1-{3-[(pyridine-2-carbonyl) -amino]-propyl}-1-azonia-bicyclo[2.2.2]octane bromide). Reactants: Fc1ccnc(Cl)c1, Cc1nc(C#Cc2ccnc(Cl)c2)c[nH]1. Yields the product Cc1nc(C#Cc2ccnc(Cl)c2)cn1-c1ccnc(Cl)c1. RXN SMILES: [Cl:16][c:17]1[n:18][cH:19][cH:20][c:21]([F:23])[cH:22]1.[Cl:1][c:2]1[n:3][cH:4][cH:5][c:6]([C:8]#[C:9][c:10]2[n:11][c:12]([CH3:15])[nH:13][cH:14]2)[cH:7]1>>[Cl:1][c:2]1[n:3][cH:4][cH:5][c:6]([C:8]#[C:9][c:10]2[n:11][c:12]([CH3:15])[n:13](-[c:21]3[cH:20][cH:19][n:18][c:17]([Cl:16])[cH:22]3)[cH:14]2)[cH:7]1. Reactants: O=C([O-])[O-], C=CCC1(c2ccccc2)CCN(C(C)c2ccc(Br)cc2)C(=O)O1, C1COCCO1, [Cs+], [Cs+], OB(O)c1ccc(F)cc1, Cl[Pd]Cl, c1ccc(P(c2ccccc2)c2ccccc2)cc1, c1ccc(P(c2ccccc2)c2ccccc2)cc1. The product is C=CCC1(c2ccccc2)CCN(C(C)c2ccc(-c3ccc(F)cc3)cc2)C(=O)O1. RXN SMILES: [C:36](=[O:37])([O-:38])[O-:39].[CH2:1]([CH:2]=[CH2:3])[C:4]1([c:20]2[cH:21][cH:22][cH:23][cH:24][cH:25]2)[CH2:5][CH2:6][N:7]([CH:11]([CH3:12])[c:13]2[cH:14][cH:15][c:16]([Br:19])[cH:17][cH:18]2)[C:8](=[O:10])[O:9]1.[CH2:42]1[O:43][CH2:44][CH2:45][O:46][CH2:47]1.[Cs+:40].[Cs+:41].[OH:26][B:27]([OH:28])[c:29]1[cH:30][cH:31][c:32]([F:33])[cH:34][cH:35]1.[Pd:48]([Cl:49])[Cl:50].[c:51]1([P:52]([c:53]2[cH:54][cH:55][cH:56][cH:57][cH:58]2)[c:59]2[cH:60][cH:61][cH:62][cH:63][cH:64]2)[cH:65][cH:66][cH:67][cH:68][cH:69]1.[c:70]1([P:71]([c:72]2[cH:73][cH:74][cH:75][cH:76][cH:77]2)[c:78]2[cH:79][cH:80][cH:81][cH:82][cH:83]2)[cH:84][cH:85][cH:86][cH:87][cH:88]1>>[CH2:1]([CH:2]=[CH2:3])[C:4]1([c:20]2[cH:21][cH:22][cH:23][cH:24][cH:25]2)[CH2:5][CH2:6][N:7]([CH:11]([CH3:12])[c:13]2[cH:14][cH:15][c:16](-[c:29]3[cH:30][cH:31][c:32]([F:33])[cH:34][cH:35]3)[cH:17][cH:18]2)[C:8](=[O:10])[O:9]1.